Dataset: the Open Reaction Database (ORD), a public repository of structured organic reaction records. Task: describe an organic reaction: reactants, conditions, products, and yield Starting materials: CC(C)(C)[O-], COC(=O)Cc1ccc(Br)cc1, CC(C)Br, [K+], CN(C)C=O. Product: COC(=O)C(c1ccc(Br)cc1)C(C)C. RXN SMILES: [CH3:13][C:14]([CH3:15])([CH3:16])[O-:17].[CH3:1][O:2][C:3]([CH2:4][c:5]1[cH:6][cH:7][c:8]([Br:11])[cH:9][cH:10]1)=[O:12].[CH:19]([Br:20])([CH3:21])[CH3:22].[K+:18].[O:23]=[CH:24][N:25]([CH3:26])[CH3:27]>>[CH3:1][O:2][C:3]([CH:4]([c:5]1[cH:6][cH:7][c:8]([Br:11])[cH:9][cH:10]1)[CH:14]([CH3:13])[CH3:15])=[O:12].